Dataset: the Open Reaction Database (ORD), a public repository of structured organic reaction records. Task: describe an organic reaction: reactants, conditions, products, and yield The reactants are O=C(O)c1ccc(-c2nn(Cc3ccccc3)c3ccccc23)o1, O=S(Cl)Cl, c1ccccc1. Product: O=C(Cl)c1ccc(-c2nn(Cc3ccccc3)c3ccccc23)o1. As a reaction SMILES: [CH2:1]([c:2]1[cH:3][cH:4][cH:5][cH:6][cH:7]1)[n:8]1[n:9][c:10](-[c:17]2[o:18][c:19]([C:22](=[O:23])[OH:24])[cH:20][cH:21]2)[c:11]2[cH:12][cH:13][cH:14][cH:15][c:16]12.[S:25]([Cl:26])([Cl:27])=[O:28].[cH:29]1[cH:30][cH:31][cH:32][cH:33][cH:34]1>>[CH2:1]([c:2]1[cH:3][cH:4][cH:5][cH:6][cH:7]1)[n:8]1[n:9][c:10](-[c:17]2[o:18][c:19]([C:22](=[O:24])[Cl:27])[cH:20][cH:21]2)[c:11]2[cH:12][cH:13][cH:14][cH:15][c:16]12. The solvent is C(C)O (ethanol). The reagents and catalysts are [Pd] (palladium on charcoal). The product is NC1=C(C=CC=C1)CCCC(C(=O)O)N1C(C=2C(C1=O)=CC=CC2)=O (5-(2-aminophenyl)-2-phthalimidopentanoic acid). Reported procedure: A solution of benzyl 5-(2-aminophenyl)-2-phthalimido-4-penteneoate (10.7 g) in ethanol (500 ml) is hydrogenated at atmospheric pressure with 10% palladium on charcoal (2 g) until uptake ceases. The catalyst is filtered off and the filtrate evaporated under reduced pressure. The residue is triturated with ethyl acetate to give 5-(2-aminophenyl)-2-phthalimidopentanoic acid, mp 258°-260°, used without further purification in the next synthetic step. Reaction SMILES: [NH2:1][C:2]1[CH:7]=[CH:6][CH:5]=[CH:4][C:3]=1[CH:8]=[CH:9][CH2:10][CH:11]([N:22]1[C:26](=[O:27])[C:25]2=[CH:28][CH:29]=[CH:30][CH:31]=[C:24]2[C:23]1=[O:32])[C:12]([O:14]CC1C=CC=CC=1)=[O:13]>C(O)C.[Pd]>[NH2:1][C:2]1[CH:7]=[CH:6][CH:5]=[CH:4][C:3]=1[CH2:8][CH2:9][CH2:10][CH:11]([N:22]1[C:26](=[O:27])[C:25]2=[CH:28][CH:29]=[CH:30][CH:31]=[C:24]2[C:23]1=[O:32])[C:12]([OH:14])=[O:13]. Starting materials: NC1=C(C=CC=C1)C=CCC(C(=O)OCC1=CC=CC=C1)N1C(C=2C(C1=O)=CC=CC2)=O (benzyl 5-(2-aminophenyl)-2-phthalimido-4-penteneoate). The solvent is O1CCCC1 (tetrahydrofuran), O1CCCC1 (tetrahydrofuran). Isolated yield 92.3%. Product: FC(OC1=CC=C(CC=2C=C(C(=O)OC)C=CN2)C=C1)(F)F (Methyl 2-(4-(trifluoromethoxy)benzyl)isonicotinate). Run at temperature 60 celsius, time 20 minute. Reagents/catalysts: C=1C=CC(=CC1)[P](C=2C=CC=CC2)(C=3C=CC=CC3)[Pd]([P](C=4C=CC=CC4)(C=5C=CC=CC5)C=6C=CC=CC6)([P](C=7C=CC=CC7)(C=8C=CC=CC8)C=9C=CC=CC9)[P](C=1C=CC=CC1)(C=1C=CC=CC1)C=1C=CC=CC1 (Pd(PPh3)4). Reported procedure: To a solution of methyl 2-chloroisonicotinate (4.80 g, 28 mmol) and Pd(PPh3)4 (0.647 g, 0.56 mmol) in tetrahydrofuran (50 mL) under nitrogen in a dried flask was added a freshly prepared solution of (4-(trifluoromethoxy)benzyl)zinc(II) bromide (12.56 g, 39.20 mmol) in tetrahydrofuran (90 mL). The resulting bright yellow mixture was heated to 60° C. for 2 h 30 min, then cooled to room temperature. The reaction was quenched by the addition of 10% aqueous NH4Cl. It was diluted with ethyl acetate. A... Reactants: ClC=1C=C(C(=O)OC)C=CN1 (methyl 2-chloroisonicotinate), [Br-].FC(OC1=CC=C(C[Zn+])C=C1)(F)F ((4-(trifluoromethoxy)benzyl)zinc(II) bromide), Cl (hydrogen chloride). Reaction SMILES: Cl[C:2]1[CH:3]=[C:4]([CH:9]=[CH:10][N:11]=1)[C:5]([O:7][CH3:8])=[O:6].[Br-].[F:13][C:14]([F:25])([F:24])[O:15][C:16]1[CH:23]=[CH:22][C:19]([CH2:20][Zn+])=[CH:18][CH:17]=1.Cl>O1CCCC1.C1C=CC([P]([Pd]([P](C2C=CC=CC=2)(C2C=CC=CC=2)C2C=CC=CC=2)([P](C2C=CC=CC=2)(C2C=CC=CC=2)C2C=CC=CC=2)[P](C2C=CC=CC=2)(C2C=CC=CC=2)C2C=CC=CC=2)(C2C=CC=CC=2)C2C=CC=CC=2)=CC=1>[F:13][C:14]([F:24])([F:25])[O:15][C:16]1[CH:23]=[CH:22][C:19]([CH2:20][C:2]2[CH:3]=[C:4]([CH:9]=[CH:10][N:11]=2)[C:5]([O:7][CH3:8])=[O:6])=[CH:18][CH:17]=1 |f:1.2,^1:35,37,56,75|. Reactants: CCCCCCCCCCCCCCCC(=O)OCC(CSCCC(=O)O)OC(=O)CCCCCCCCCCCCCCC, ClP(Cl)Cl, CC(C)(C)OC(=O)CCC(C(=O)OC(C)(C)C)N1C(=O)c2ccc(N)cc2C1=O, O, c1ccncc1. The product is CCCCCCCCCCCCCCCC(=O)OCC(CSCCC(=O)Nc1ccc2c(c1)C(=O)N(C(CCC(=O)OC(C)(C)C)C(=O)OC(C)(C)C)C2=O)OC(=O)CCCCCCCCCCCCCCC. RXN SMILES: [C:30]([CH2:31][CH2:32][CH2:33][CH2:34][CH2:35][CH2:36][CH2:37][CH2:38][CH2:39][CH2:40][CH2:41][CH2:42][CH2:43][CH2:44][CH3:45])(=[O:46])[O:47][CH:48]([CH2:49][S:50][CH2:51][CH2:52][C:53](=[O:54])[OH:55])[CH2:56][O:57][C:58]([CH2:59][CH2:60][CH2:61][CH2:62][CH2:63][CH2:64][CH2:65][CH2:66][CH2:67][CH2:68][CH2:69][CH2:70][CH2:71][CH2:72][CH3:73])=[O:74].[Cl:82][P:83]([Cl:84])[Cl:85].[NH2:1][c:2]1[cH:3][c:4]2[c:5]([cH:28][cH:29]1)[C:6](=[O:7])[N:8]([CH:11]([CH2:12][CH2:13][C:14](=[O:15])[O:16][C:17]([CH3:18])([CH3:19])[CH3:20])[C:21](=[O:22])[O:23][C:24]([CH3:25])([CH3:26])[CH3:27])[C:9]2=[O:10].[OH2:75].[cH:76]1[cH:77][cH:78][n:79][cH:80][cH:81]1>>[NH:1]([c:2]1[cH:3][c:4]2[c:5]([cH:28][cH:29]1)[C:6](=[O:7])[N:8]([CH:11]([CH2:12][CH2:13][C:14](=[O:15])[O:16][C:17]([CH3:18])([CH3:19])[CH3:20])[C:21](=[O:22])[O:23][C:24]([CH3:25])([CH3:26])[CH3:27])[C:9]2=[O:10])[C:53]([CH2:52][CH2:51][S:50][CH2:49][CH:48]([O:47][C:30]([CH2:31][CH2:32][CH2:33][CH2:34][CH2:35][CH2:36][CH2:37][CH2:38][CH2:39][CH2:40][CH2:41][CH2:42][CH2:43][CH2:44][CH3:45])=[O:46])[CH2:56][O:57][C:58]([CH2:59][CH2:60][CH2:61][CH2:62][CH2:63][CH2:64][CH2:65][CH2:66][CH2:67][CH2:68][CH2:69][CH2:70][CH2:71][CH2:72][CH3:73])=[O:74])=[O:54]. The reactants are BrC=1C=C(C=CC1)N1N(C=2[C@@]3(CC[C@H](C2C1=O)C3(C)C)C)C ((4S,7R)-2-(3-bromo-phenyl)-1,7,8,8-tetramethyl-1,2,4,5,6,7-hexahydro-4,7-methano-indazol-3-one), C1(=CC=CC=C1)B(O)O (phenyl-boronic acid), P(=O)([O-])([O-])[O-].[K+].[K+].[K+] (potassium phosphate). The reagents and catalysts are C1=CC=C(C=C1)P([C-]2C=CC=C2)C3=CC=CC=C3.C1=CC=C(C=C1)P([C-]2C=CC=C2)C3=CC=CC=C3.Cl[Pd]Cl.[Fe+2] ([1,1′-bis(diphenylphosphino)ferrocene]dichloropalladium(II)). The solvent is C(OC)COC (dimethoxyethane). Product: C1(=CC(=CC=C1)N1N(C=2[C@@]3(CC[C@H](C2C1=O)C3(C)C)C)C)C3=CC=CC=C3 ((4S,7R)-2-biphenyl-3-yl-1,7,8,8-tetramethyl-1,2,4,5,6,7-hexahydro-4,7-methano-indazol-3-one). The yield is 18.1%. Reaction SMILES: Br[C:2]1[CH:3]=[C:4]([N:8]2[C:16](=[O:17])[C:15]3[C@@H:14]4[C:18]([CH3:20])([CH3:19])[C@@:11]([CH3:21])([CH2:12][CH2:13]4)[C:10]=3[N:9]2[CH3:22])[CH:5]=[CH:6][CH:7]=1.[C:23]1(B(O)O)[CH:28]=[CH:27][CH:26]=[CH:25][CH:24]=1.P([O-])([O-])([O-])=O.[K+].[K+].[K+]>C(COC)OC.C1C=CC(P(C2C=CC=CC=2)[C-]2C=CC=C2)=CC=1.C1C=CC(P(C2C=CC=CC=2)[C-]2C=CC=C2)=CC=1.Cl[Pd]Cl.[Fe+2]>[C:2]1([C:23]2[CH:28]=[CH:27][CH:26]=[CH:25][CH:24]=2)[CH:7]=[CH:6][CH:5]=[C:4]([N:8]2[C:16](=[O:17])[C:15]3[C@@H:14]4[C:18]([CH3:20])([CH3:19])[C@@:11]([CH3:21])([CH2:12][CH2:13]4)[C:10]=3[N:9]2[CH3:22])[CH:3]=1 |f:2.3.4.5,7.8.9.10|. Reported procedure: A degassed mixture of 2-(3-bromo-phenyl)-1,7,8,8-tetramethyl-1,2,4,5,6,7-hexahydro-4,7-methano-indazol-3-one (Example 22; 75 mg, 0.2 mmol), phenyl-boronic acid (38 mg, 0.3 mmol), potassium phosphate (132 mg, 0.62 mmol) and [1,1′-bis(diphenylphosphino)ferrocene]dichloropalladium(II) (17 mg, 0.024 mmol) in dimethoxyethane (3 mL) was sealed under argon and heated at 80 degrees overnight and then at 60 degrees over the weekend. The reaction mixture was filtered and the residue was washed with dimeth...